From a dataset of the Open Reaction Database (ORD), a public repository of structured organic reaction records. describe an organic reaction: reactants, conditions, products, and yield Reactants: C1(=CC=CC=C1)C(C(=O)Cl)C1=CC=CC=C1 (diphenylacetyl chloride), C(CCCCCC)N (heptylamine). Yields the product C(CCCCCC)NC(C(C1=CC=CC=C1)C1=CC=CC=C1)=O (N-Heptyl-2,2-diphenyl-acetamide). RXN SMILES: [C:1]1([CH:7]([C:11]2[CH:16]=[CH:15][CH:14]=[CH:13][CH:12]=2)[C:8](Cl)=[O:9])[CH:6]=[CH:5][CH:4]=[CH:3][CH:2]=1.[CH2:17]([NH2:24])[CH2:18][CH2:19][CH2:20][CH2:21][CH2:22][CH3:23]>>[CH2:17]([NH:24][C:8](=[O:9])[CH:7]([C:11]1[CH:16]=[CH:15][CH:14]=[CH:13][CH:12]=1)[C:1]1[CH:6]=[CH:5][CH:4]=[CH:3][CH:2]=1)[CH2:18][CH2:19][CH2:20][CH2:21][CH2:22][CH3:23]. Reported procedure: The title compound, white solid, m.p. 90° C. and MS: m/e=309 (M+) was prepared in accordance with the general method of example 1 from diphenylacetyl chloride and heptylamine.